Dataset: the Open Reaction Database (ORD), a public repository of structured organic reaction records. Task: describe an organic reaction: reactants, conditions, products, and yield The reactants are O=C1C(CNC2=C(N1)C=C(C=C2)C)NC(=O)OC(C)(C)C (2-Oxo-3-tert-butoxycarbonylamino-8-methyl-1,3,4,5-tetrahydro-2H-1,5-benzodiazepine), O (water), CC(=CC(=O)Cl)C (3,3-dimethylacryloyl chloride), N1=CC=CC=C1 (pyridine). Run in ClCCCl (1,2-dichloroethane). Yields the product O=C1C(CN(C2=C(N1)C=C(C=C2)C)C(C=C(C)C)=O)NC(=O)OC(C)(C)C (2-oxo-3-tert-butoxycarbonylamino-5-(3-methyl-2-butenoyl)-8-methyl-1,3,4,5-tetrahydro-2H-1,5-benzodiazepine). The yield is 63.2%. As a reaction SMILES: [O:1]=[C:2]1[NH:8][C:7]2[CH:9]=[C:10]([CH3:13])[CH:11]=[CH:12][C:6]=2[NH:5][CH2:4][CH:3]1[NH:14][C:15]([O:17][C:18]([CH3:21])([CH3:20])[CH3:19])=[O:16].[CH3:22][C:23]([CH3:28])=[CH:24][C:25](Cl)=[O:26].N1C=CC=CC=1.O>ClCCCl>[O:1]=[C:2]1[NH:8][C:7]2[CH:9]=[C:10]([CH3:13])[CH:11]=[CH:12][C:6]=2[N:5]([C:25](=[O:26])[CH:24]=[C:23]([CH3:28])[CH3:22])[CH2:4][CH:3]1[NH:14][C:15]([O:17][C:18]([CH3:21])([CH3:20])[CH3:19])=[O:16]. Procedure: 2-Oxo-3-tert-butoxycarbonylamino-8-methyl-1,3,4,5-tetrahydro-2H-1,5-benzodiazepine (2.00 g) obtained from Referential Example 7 was suspended in 1,2-dichloroethane (40 ml), 3,3-dimethylacryloyl chloride (941 mg) and pyridine (626 mg) were added, the mixture was refluxed for one hour. The reaction mixture was allowed to cool, water (100 ml) was added, and extracted with ethyl acetate. The organic layer was washed with saturated aqueous sodium bicarbonate, dried over anhydrous sodium sulfate, and ... The reactants are CC(C)(Cc1cccc(C=O)c1)NCC(O[Si](C)(C)C(C)(C)C)c1ccc(O)c2[nH]c(=O)ccc12, CC(C)c1cc(C(=O)N2CCOC3(CCNCC3)C2)cs1. Product: CC(C)c1cc(C(=O)N2CCOC3(CCN(Cc4cccc(CC(C)(C)NCC(O[Si](C)(C)C(C)(C)C)c5ccc(O)c6[nH]c(=O)ccc56)c4)CC3)C2)cs1. As a reaction SMILES: [C:1]([CH3:2])([CH3:3])([CH3:4])[Si:5]([O:6][CH:7]([CH2:8][NH:9][C:10]([CH2:11][c:12]1[cH:13][c:14]([CH:15]=[O:16])[cH:17][cH:18][cH:19]1)([CH3:20])[CH3:21])[c:22]1[c:23]2[cH:24][cH:25][c:26](=[O:33])[nH:27][c:28]2[c:29]([OH:32])[cH:30][cH:31]1)([CH3:34])[CH3:35].[CH:36]([CH3:37])([CH3:38])[c:39]1[cH:40][c:41]([C:44](=[O:45])[N:46]2[CH2:47][CH2:48][O:49][C:50]3([CH2:51]2)[CH2:52][CH2:53][NH:54][CH2:55][CH2:56]3)[cH:42][s:43]1>>[C:1]([CH3:2])([CH3:3])([CH3:4])[Si:5]([O:6][CH:7]([CH2:8][NH:9][C:10]([CH2:11][c:12]1[cH:13][c:14]([CH2:15][N:54]2[CH2:53][CH2:52][C:50]3([O:49][CH2:48][CH2:47][N:46]([C:44]([c:41]4[cH:40][c:39]([CH:36]([CH3:37])[CH3:38])[s:43][cH:42]4)=[O:45])[CH2:51]3)[CH2:56][CH2:55]2)[cH:17][cH:18][cH:19]1)([CH3:20])[CH3:21])[c:22]1[c:23]2[cH:24][cH:25][c:26](=[O:33])[nH:27][c:28]2[c:29]([OH:32])[cH:30][cH:31]1)([CH3:34])[CH3:35]. Starting materials: C(C=C)#N (acrylonitrile), O (water), CC(C)(C#N)N=NC(C)(C)C#N (Vazo), C(C=C)#N (acrylonitrile), mercaptan, C(C)(C)(C)S (t-butyl mercaptan), O (water), C(C=C)#N (acrylonitrile). Reaction conditions: temperature 65 celsius. Product: C(C=C)#N.C=CC1=CC=CC=C1 (Acrylonitrile Styrene). Reaction SMILES: O.[C:2](S)(C)([CH3:4])[CH3:3].[CH3:7][C:8](N=N[C:14]([C:17]#N)([CH3:16])[CH3:15])([C:10]#[N:11])C.[C:19](#N)C=C>>[C:10](#[N:11])[CH:8]=[CH2:7].[CH2:19]=[CH:17][C:14]1[CH:15]=[CH:4][CH:2]=[CH:3][CH:16]=1 |f:4.5|. Procedure details: 168.7 Parts of demineralized water were added to a reactor. The reactor was sealed and purged with nitrogen. To a separate container were added 26.9 parts of demineralized water, 1.5 parts GAFAC RE-610 and 0.02 part citric acid monohydrate, and the components were mixed until dispersed. To a third container were added 21.6 parts styrene and 67 parts acrylonitrile and the components were mixed for 10 minutes. The aqueous solution of GAFAC RE-610 and citric acid were then added to the reactor by v... Starting materials: O.Cl.C1(CCCCC1)CN1CCC(CC1)NC(C1=C(C=C(C(=C1)Cl)NC(C)=O)OC)=O (N-(1-cyclohexylmethylpiperid-4-yl)-2-methoxy-4-acetamido-5-chlorobenzamide hydrochloride monohydrate), Cl (hydrochloric acid), [OH-].[Na+] (sodium hydroxide). The solvent is O (water). Product: C1(CCCCC1)CN1CCC(CC1)NC(C1=C(C=C(C(=C1)Cl)N)OC)=O (N-(1-cyclohexylmethylpiperid-4-yl)-2-methoxy-4-amino-5-chlorobenzamide). Yield: 93.4%. As a reaction SMILES: O.Cl.[CH:3]1([CH2:9][N:10]2[CH2:15][CH2:14][CH:13]([NH:16][C:17](=[O:31])[C:18]3[CH:23]=[C:22]([Cl:24])[C:21]([NH:25]C(=O)C)=[CH:20][C:19]=3[O:29][CH3:30])[CH2:12][CH2:11]2)[CH2:8][CH2:7][CH2:6][CH2:5][CH2:4]1.Cl.[OH-].[Na+]>O>[CH:3]1([CH2:9][N:10]2[CH2:15][CH2:14][CH:13]([NH:16][C:17](=[O:31])[C:18]3[CH:23]=[C:22]([Cl:24])[C:21]([NH2:25])=[CH:20][C:19]=3[O:29][CH3:30])[CH2:12][CH2:11]2)[CH2:8][CH2:7][CH2:6][CH2:5][CH2:4]1 |f:0.1.2,4.5|. Reported procedure: A mixture of N-(1-cyclohexylmethylpiperid-4-yl)-2-methoxy-4-acetamido-5-chlorobenzamide hydrochloride monohydrate (10 g; 0.02 moles), concentrated hydrochloric acid (6 ml) and water (20 ml) was boiled under reflux for 1.5 hours. The solution was then made alkaline with sodium hydroxide solution and extracted with chloroform. The organic solution was dried (Na2SO4) and the solvent removed in vacuo to give N-(1-cyclohexylmethylpiperid-4-yl)-2-methoxy-4-amino-5-chlorobenzamide (7.1 g), m.p. 213°-21... Reactants: FC=1C=C2C=C(N(C2=CC1)CC1=CC(=CC=C1)F)C(=O)N (5-fluoro-1-[(3-fluorophenyl)-methyl]-1H-indole-2-carboxamide), [C@@H]1([C@@H](CCCC1)N)N (trans-1,2-cyclohexanediamine), BrC1=CC=2N(C=C1)C=C(N2)COC (7-bromo-2-methoxymethylimidazo[1,2-a]pyridine), C([O-])([O-])=O.[K+].[K+] (potassium carbonate). Reagents/catalysts: [Cu](I)I (copper iodide). Run in O1CCOCC1 (dioxane), O (water). Conditions: temperature 150 celsius. The product is COCC=1N=C2N(C=CC(=C2)NC(=O)C=2N(C3=CC=C(C=C3C2)F)CC2=CC(=CC=C2)F)C1 (N-(2-Methoxymethylimidazo[1,2-a]pyrid-7-yl)-5-fluoro-1-[(3-fluorophenyl)-methyl]-1H-indole-2-carboxamide). Yield: 91.6%. As a reaction SMILES: [F:1][C:2]1[CH:3]=[C:4]2[C:8](=[CH:9][CH:10]=1)[N:7]([CH2:11][C:12]1[CH:17]=[CH:16][CH:15]=[C:14]([F:18])[CH:13]=1)[C:6]([C:19]([NH2:21])=[O:20])=[CH:5]2.Br[C:23]1[CH:28]=[CH:27][N:26]2[CH:29]=[C:30]([CH2:32][O:33][CH3:34])[N:31]=[C:25]2[CH:24]=1.C(=O)([O-])[O-].[K+].[K+].[C@@H]1(N)CCCC[C@H]1N>[Cu](I)I.O.O1CCOCC1>[CH3:34][O:33][CH2:32][C:30]1[N:31]=[C:25]2[CH:24]=[C:23]([NH:21][C:19]([C:6]3[N:7]([CH2:11][C:12]4[CH:17]=[CH:16][CH:15]=[C:14]([F:18])[CH:13]=4)[C:8]4[C:4]([CH:5]=3)=[CH:3][C:2]([F:1])=[CH:10][CH:9]=4)=[O:20])[CH:28]=[CH:27][N:26]2[CH:29]=1 |f:2.3.4|. Reported procedure: 20 mg (0.09 mmol) of copper iodide, 40 mg (0.14 mmol) of 5-fluoro-1-[(3-fluorophenyl)-methyl]-1H-indole-2-carboxamide, prepared according to the protocol described in step 1.2, 27 mg (0.11 mmol) of 7-bromo-2-methoxymethylimidazo[1,2-a]pyridine, prepared according to the protocol described in step 8.3, 50 mg (0.36 mmol) of potassium carbonate and 3 mL of anhydrous dioxane are placed in a 10 mL pressure tube specific for microwave reactors. The suspension is degassed for a few minutes, and 0.01 mL... Starting materials: COC(=O)C1CN(C(=O)OC(C)(C)C)CC1c1ccc(Cl)cc1, [Li+], C1CCOC1, [OH-]. Yields the product CC(C)(C)OC(=O)N1CC(C(=O)O)C(c2ccc(Cl)cc2)C1. As a reaction SMILES: [Cl:1][c:2]1[cH:3][cH:4][c:5]([CH:8]2[CH:9]([C:20](=[O:21])[O:22][CH3:23])[CH2:10][N:11]([C:13](=[O:14])[O:15][C:16]([CH3:17])([CH3:18])[CH3:19])[CH2:12]2)[cH:6][cH:7]1.[Li+:24].[O:26]1[CH2:27][CH2:28][CH2:29][CH2:30]1.[OH-:25]>>[Cl:1][c:2]1[cH:3][cH:4][c:5]([CH:8]2[CH:9]([C:20](=[O:21])[OH:22])[CH2:10][N:11]([C:13](=[O:14])[O:15][C:16]([CH3:17])([CH3:18])[CH3:19])[CH2:12]2)[cH:6][cH:7]1. Reactants: C1CCOC1, COc1ccc(Br)c(CO)c1, COc1ccc2c(O)cccc2c1, CCOC(=O)N=NC(=O)OCC, c1ccc(P(c2ccccc2)c2ccccc2)cc1. Product: COc1ccc(Br)c(COc2cccc3cc(OC)ccc23)c1. Reaction SMILES: [CH2:56]1[O:57][CH2:58][CH2:59][CH2:60]1.[CH3:14][O:15][c:16]1[cH:17][cH:18][c:19]([Br:24])[c:20]([CH2:21][OH:22])[cH:23]1.[CH3:1][O:2][c:3]1[cH:4][c:5]2[cH:6][cH:7][cH:8][c:9]([OH:13])[c:10]2[cH:11][cH:12]1.[O:44]=[C:45]([O:46][CH2:47][CH3:48])[N:49]=[N:50][C:51]([O:52][CH2:53][CH3:54])=[O:55].[c:25]1([P:26]([c:27]2[cH:28][cH:29][cH:30][cH:31][cH:32]2)[c:33]2[cH:34][cH:35][cH:36][cH:37][cH:38]2)[cH:39][cH:40][cH:41][cH:42][cH:43]1>>[CH3:1][O:2][c:3]1[cH:4][c:5]2[cH:6][cH:7][cH:8][c:9]([O:13][CH2:21][c:20]3[c:19]([Br:24])[cH:18][cH:17][c:16]([O:15][CH3:14])[cH:23]3)[c:10]2[cH:11][cH:12]1.